Task: describe an organic reaction: reactants, conditions, products, and yield. Dataset: the Open Reaction Database (ORD), a public repository of structured organic reaction records Yields the product C1(=CC=CC=C1)CC(=O)NC1[C@@H]2N(C(=C(CS2)COC(=O)OC2=CC=C(C=C2)[N+](=O)[O-])C(=O)O)C1=O (7-phenylacetamido-3-p-nitrophenoxycarbonyloxymethyl-3-cephem-4-carboxylic acid). Procedure: To a solution of benzhydryl 7-phenylacetamido-3-p-nitrophenoxycarbonyloxymethyl-3-cephem-4-carboxylate (6.79 g, 0.01 mol) in dichloromethane (14 ml), trifluoroacetic acid (17 ml) was added dropwise under ice cooling, followed by stirring for 50 minutes. The reaction mixture was poured into diisopropyl ether. The precipitate thus obtained was collected by filtration, washed with diisopropyl ether and dried in air, whereby 7-phenylacetamido-3-p-nitrophenoxycarbonyloxymethyl-3-cephem-4-carboxylic a... RXN SMILES: [C:1]1([CH2:7][C:8]([NH:10][CH:11]2[C:48](=[O:49])[N:13]3[C:14]([C:32]([O:34]C(C4C=CC=CC=4)C4C=CC=CC=4)=[O:33])=[C:15]([CH2:18][O:19][C:20]([O:22][C:23]4[CH:28]=[CH:27][C:26]([N+:29]([O-:31])=[O:30])=[CH:25][CH:24]=4)=[O:21])[CH2:16][S:17][C@H:12]23)=[O:9])[CH:6]=[CH:5][CH:4]=[CH:3][CH:2]=1.C(OC(C)C)(C)C>ClCCl.FC(F)(F)C(O)=O>[C:1]1([CH2:7][C:8]([NH:10][CH:11]2[C:48](=[O:49])[N:13]3[C:14]([C:32]([OH:34])=[O:33])=[C:15]([CH2:18][O:19][C:20]([O:22][C:23]4[CH:28]=[CH:27][C:26]([N+:29]([O-:31])=[O:30])=[CH:25][CH:24]=4)=[O:21])[CH2:16][S:17][C@H:12]23)=[O:9])[CH:6]=[CH:5][CH:4]=[CH:3][CH:2]=1. Conditions: time 50 minute. Starting materials: C1(=CC=CC=C1)CC(=O)NC1[C@@H]2N(C(=C(CS2)COC(=O)OC2=CC=C(C=C2)[N+](=O)[O-])C(=O)OC(C2=CC=CC=C2)C2=CC=CC=C2)C1=O (benzhydryl 7-phenylacetamido-3-p-nitrophenoxycarbonyloxymethyl-3-cephem-4-carboxylate), C(C)(C)OC(C)C (diisopropyl ether). Solvent: ClCCl (dichloromethane), FC(C(=O)O)(F)F (trifluoroacetic acid).